From a dataset of the Open Reaction Database (ORD), a public repository of structured organic reaction records. describe an organic reaction: reactants, conditions, products, and yield Isolated yield 102.7%. Reactants: CC1(C(NC2=CC=C(C=C2C1)C(=O)OC)C1=C(C=CC=C1)NS(=O)(=O)C)C (methyl 3,3-dimethyl-2-(2-(methylsulfonamido)phenyl)-1,2,3,4-tetrahydroquinoline-6-carboxylate), [OH-].[Na+] (sodium hydroxide). Reported procedure: To a stirred solution of methyl 3,3-dimethyl-2-(2-(methylsulfonamido)phenyl)-1,2,3,4-tetrahydroquinoline-6-carboxylate (1.475 g, 3.769 mmol) in tetrahydrofuran/methanol (30 mL/30 mL) was added sodium hydroxide (26.5 mL, 53.126 mmol, 14.1 eq.). The mixture was heated to reflux and stirred for 0.5 h. LC-MS indicated that the reaction was completed. The mixture was concentrated and the residue was dissolved in water. The aqueous layer was basified to pH=4 by 1M hydrochloric acid. The precipitation ... The solvent is O1CCCC1.CO (tetrahydrofuran methanol). Reaction SMILES: [CH3:1][C:2]1([CH3:27])[CH2:11][C:10]2[C:5](=[CH:6][CH:7]=[C:8]([C:12]([O:14]C)=[O:13])[CH:9]=2)[NH:4][CH:3]1[C:16]1[CH:21]=[CH:20][CH:19]=[CH:18][C:17]=1[NH:22][S:23]([CH3:26])(=[O:25])=[O:24].[OH-].[Na+]>O1CCCC1.CO>[CH3:1][C:2]1([CH3:27])[CH2:11][C:10]2[C:5](=[CH:6][CH:7]=[C:8]([C:12]([OH:14])=[O:13])[CH:9]=2)[NH:4][CH:3]1[C:16]1[CH:21]=[CH:20][CH:19]=[CH:18][C:17]=1[NH:22][S:23]([CH3:26])(=[O:25])=[O:24] |f:1.2,3.4|. Product: CC1(C(NC2=CC=C(C=C2C1)C(=O)O)C1=C(C=CC=C1)NS(=O)(=O)C)C (3,3-dimethyl-2-(2-(methylsulfonamido)phenyl)-1,2,3,4-tetrahydroquinoline-6-carboxylic acid). Conditions: time 0.5 hour. The reactants are Cc1ccc(C#N)cc1NC(=O)c1cnc2ccccn12, CCO, NO. The product is Cc1ccc(C(N)=NO)cc1NC(=O)c1cnc2ccccn12. Reaction SMILES: [C:1](#[N:2])[c:3]1[cH:4][cH:5][c:6]([CH3:21])[c:7]([NH:9][C:10](=[O:11])[c:12]2[cH:13][n:14][c:15]3[n:16]2[cH:17][cH:18][cH:19][cH:20]3)[cH:8]1.[CH3:24][CH2:25][OH:26].[NH2:22][OH:23]>>[C:1]([NH2:2])([c:3]1[cH:4][cH:5][c:6]([CH3:21])[c:7]([NH:9][C:10](=[O:11])[c:12]2[cH:13][n:14][c:15]3[n:16]2[cH:17][cH:18][cH:19][cH:20]3)[cH:8]1)=[N:22][OH:23]. The reactants are COC(COC=1C2=C(N=CN1)N(C(=C2)CC)CC2=CC(=CC=C2)Cl)=O ([[6-ethyl-7-[(3-chlorophenyl)methyl]-7H-pyrrolo[2,3-d]pyrimidin-4-yl)oxy]acetic acid methyl ester), C(C(=O)Cl)(=O)Cl (oxalyl chloride), N1=CC=CC=C1 (pyridine), C(C(=O)Cl)(=O)Cl (oxalyl chloride), N1=CC=CC=C1 (pyridine). The solvent is C(Cl)(Cl)Cl (chloroform). Reaction conditions: time 48 hour. The product is COC(COC=1C2=C(N=CN1)N(C(=C2C(C(=O)N)=O)CC)CC2=CC(=CC=C2)Cl)=O ([[5-(aminooxoacetyl)-6-ethyl-7-[(3-chlorophenyl)methyl]-7H-pyrrolo[2,3-d]pyrimidin-4-yl]oxy]acetic acid methyl ester). The yield is 53.0%. Reaction SMILES: [CH3:1][O:2][C:3](=[O:25])[CH2:4][O:5][C:6]1[C:7]2[CH:14]=[C:13]([CH2:15][CH3:16])[N:12]([CH2:17][C:18]3[CH:23]=[CH:22][CH:21]=[C:20]([Cl:24])[CH:19]=3)[C:8]=2[N:9]=[CH:10][N:11]=1.[C:26](Cl)(=[O:30])[C:27](Cl)=[O:28].[N:32]1C=CC=CC=1>C(Cl)(Cl)Cl>[CH3:1][O:2][C:3](=[O:25])[CH2:4][O:5][C:6]1[C:7]2[C:14]([C:26](=[O:30])[C:27]([NH2:32])=[O:28])=[C:13]([CH2:15][CH3:16])[N:12]([CH2:17][C:18]3[CH:23]=[CH:22][CH:21]=[C:20]([Cl:24])[CH:19]=3)[C:8]=2[N:9]=[CH:10][N:11]=1. Procedure details: To a suspension of 110 mg (0.30 mmol) of [[6-ethyl-7-[(3-chlorophenyl)methyl]-7H-pyrrolo[2,3-d]pyrimidin-4-yl)oxy]acetic acid methyl ester in 3 mL of chloroform was added 0.106 mL of oxalyl chloride followed by 0.10 mL of pyridine. The reaction was stirred for 48 hours at ambient temperature then an additional 0.100 mL of oxalyl chloride and 0.100 mL of pyridine was added. This mixture was stirred and additional 4 days then quenched into solution prepared from 4 mL of water and 2 mL of concentra... Reactants: C, CO, Cl, COc1cc2nnc(C(N)=O)c(Nc3ccc(C)cc3F)c2cc1C1=CCNCC1, [OH-], [OH-], [Pd+2]. The product is COc1cc2nnc(C(N)=O)c(Nc3ccc(C)cc3F)c2cc1C1CCNCC1. Reaction SMILES: [C:37].[CH3:32][OH:33].[ClH:31].[F:1][c:2]1[c:3]([NH:9][c:10]2[c:11]([C:28](=[O:29])[NH2:30])[n:12][n:13][c:14]3[cH:15][c:16]([O:26][CH3:27])[c:17]([C:20]4=[CH:25][CH2:24][NH:23][CH2:22][CH2:21]4)[cH:18][c:19]23)[cH:4][cH:5][c:6]([CH3:8])[cH:7]1.[OH-:34].[OH-:35].[Pd+2:36]>>[F:1][c:2]1[c:3]([NH:9][c:10]2[c:11]([C:28](=[O:29])[NH2:30])[n:12][n:13][c:14]3[cH:15][c:16]([O:26][CH3:27])[c:17]([CH:20]4[CH2:21][CH2:22][NH:23][CH2:24][CH2:25]4)[cH:18][c:19]23)[cH:4][cH:5][c:6]([CH3:8])[cH:7]1. RXN SMILES: [CH2:56]1[O:57][CH2:58][CH2:59][CH2:60]1.[O:44]=[C:45]([O:46][CH2:47][CH3:48])[N:49]=[N:50][C:51]([O:52][CH2:53][CH3:54])=[O:55].[OH:13][N:14]1[C:15](=[O:24])[c:16]2[c:17]([cH:20][cH:21][cH:22][cH:23]2)[C:18]1=[O:19].[OH:1][CH2:2][CH2:3][N:4]([C:5]([O:6][C:7]([CH3:8])([CH3:9])[CH3:10])=[O:11])[CH3:12].[c:25]1([P:26]([c:27]2[cH:28][cH:29][cH:30][cH:31][cH:32]2)[c:33]2[cH:34][cH:35][cH:36][cH:37][cH:38]2)[cH:39][cH:40][cH:41][cH:42][cH:43]1>>[O:1]([CH2:2][CH2:3][N:4]([C:5]([O:6][C:7]([CH3:8])([CH3:9])[CH3:10])=[O:11])[CH3:12])[N:14]1[C:15](=[O:24])[c:16]2[c:17]([cH:20][cH:21][cH:22][cH:23]2)[C:18]1=[O:19]. Yields the product CN(CCON1C(=O)c2ccccc2C1=O)C(=O)OC(C)(C)C. The reactants are C1CCOC1, CCOC(=O)N=NC(=O)OCC, O=C1c2ccccc2C(=O)N1O, CN(CCO)C(=O)OC(C)(C)C, c1ccc(P(c2ccccc2)c2ccccc2)cc1. Reactants: ClC1=CC=C2CCNCC2=C1Cl (7,8-dichloro-1,2,3,4-tetrahydroisoquinoline), COC(C(Cl)N(C(C)=O)CC1=CC(=CC=C1)Cl)OC (N-acetyl-2,3-dichlorobenzylaminoacetaldehyde dimethyl acetal). The product is C(C)(=O)N1CC2=C(C(=CC=C2C=C1)Cl)Cl (N-acetyl 7,8-dichloro-1,2-dihydroisoquinoline). As a reaction SMILES: [Cl:1][C:2]1[C:11]([Cl:12])=[C:10]2[C:5]([CH2:6][CH2:7][NH:8][CH2:9]2)=[CH:4][CH:3]=1.C[O:14][CH:15](OC)[CH:16](N(CC1C=CC=C(Cl)C=1)C(=O)C)Cl>>[C:15]([N:8]1[CH:7]=[CH:6][C:5]2[C:10](=[C:11]([Cl:12])[C:2]([Cl:1])=[CH:3][CH:4]=2)[CH2:9]1)(=[O:14])[CH3:16]. Reported procedure: The method of preparing 7,8-dichloro-1,2,3,4-tetrahydroisoquinoline, which comprises the steps of reacting N-acetyl-2,3-dichlorobenzylaminoacetaldehyde dimethyl acetal with a Lewis acid to form N-acetyl 7,8-dichloro-1,2-dihydroisoquinoline, catalytically hydrogenating said dihydroisoquinoline to N-acetyl-7,8-dichloro-1,2,3,4-tetrahydroisoquinoline, and hydrolyzing said tetrahydroisoquinoline to 7,8-dichloro-1,2,3,4-tetrahydroisoquinoline.